describe an organic reaction: reactants, conditions, products, and yield From a dataset of the Open Reaction Database (ORD), a public repository of structured organic reaction records. Starting materials: COC=1C=C2C(CC(OC2=CC1)(C)C)=O (6-Methoxy-2,2-dimethylchroman-4-one), [Si](OC)(OC)(OC)OC (tetramethyl orthosilicate), [F-].[K+] (potassium fluoride), [N+](=O)([O-])C=1C=C(C=O)C=CC1 (3-nitrobenzaldehyde). Solvent: CN(C=O)C (dimethylformamide), hexanes, C(C)(=O)OCC (ethyl acetate), CCOCC (ether). Conditions: temperature 80 celsius. Yields the product COC=1C=C2C(C(C(OC2=CC1)(C)C)=CC1=CC(=CC=C1)[N+](=O)[O-])=O (6-Methoxy-2,2-dimethyl-3-(3-nitrobenzylidene)chroman-4-one). The yield is 59.8%. RXN SMILES: [CH3:1][O:2][C:3]1[CH:4]=[C:5]2[C:10](=[CH:11][CH:12]=1)[O:9][C:8]([CH3:14])([CH3:13])[CH2:7][C:6]2=[O:15].[Si](OC)(OC)(OC)OC.[F-].[K+].[N+:27]([C:30]1[CH:31]=[C:32]([CH:35]=[CH:36][CH:37]=1)[CH:33]=O)([O-:29])=[O:28]>CN(C)C=O.CCOCC.C(OCC)(=O)C>[CH3:1][O:2][C:3]1[CH:4]=[C:5]2[C:10](=[CH:11][CH:12]=1)[O:9][C:8]([CH3:13])([CH3:14])[C:7](=[CH:33][C:32]1[CH:35]=[CH:36][CH:37]=[C:30]([N+:27]([O-:29])=[O:28])[CH:31]=1)[C:6]2=[O:15] |f:2.3|. Reported procedure: A mixture of 7.0 g (0.034 mole) of the product of Example 109, 2.5 mL (2.6 g, 0.017 mole) tetramethyl orthosilicate, 1.9 g (0.034 mole) potassium fluoride and 5.1 g (0.034 mole) 3-nitrobenzaldehyde in 10 mL dimethylformamide was heated to 80° C. for 4 hours. The mixture was diluted with ether and washed successively with 1N HCl, 5% NaHCO3, water and brine and then dried (MgSO4) and concentrated to give an oil. Flash chromatography on silica gel eluting with 20% ethyl acetate in hexanes yielded a... The reactants are O=S(=O)(Cl)c1cc2ccc(Cl)cc2s1, Cl, NC1CCN(Cc2cc3ncccc3o2)C1=O. Product: O=C1C(NS(=O)(=O)c2cc3ccc(Cl)cc3s2)CCN1Cc1cc2ncccc2o1. As a reaction SMILES: [Cl:1][c:2]1[cH:3][cH:4][c:5]2[c:6]([s:7][c:8]([S:10](=[O:11])(=[O:12])[Cl:13])[cH:9]2)[cH:14]1.[ClH:15].[NH2:16][CH:17]1[C:18](=[O:32])[N:19]([CH2:22][c:23]2[cH:24][c:25]3[n:26][cH:27][cH:28][cH:29][c:30]3[o:31]2)[CH2:20][CH2:21]1>>[Cl:1][c:2]1[cH:3][cH:4][c:5]2[c:6]([s:7][c:8]([S:10](=[O:11])(=[O:12])[NH:16][CH:17]3[C:18](=[O:32])[N:19]([CH2:22][c:23]4[cH:24][c:25]5[n:26][cH:27][cH:28][cH:29][c:30]5[o:31]4)[CH2:20][CH2:21]3)[cH:9]2)[cH:14]1. The reactants are O=C1OC(=O)C2=C1CCCC2, CC(=O)O, C#CCOc1cc(N)c(F)cc1Cl, O. The product is C#CCOc1cc(N2C(=O)C3=C(CCCC3)C2=O)c(F)cc1Cl. RXN SMILES: [C:14]1(=[O:24])[C:15]2=[C:16]([C:17](=[O:18])[O:19]1)[CH2:20][CH2:21][CH2:22][CH2:23]2.[CH3:26][C:27](=[O:28])[OH:29].[Cl:1][c:2]1[cH:3][c:4]([F:13])[c:5]([NH2:6])[cH:7][c:8]1[O:9][CH2:10][C:11]#[CH:12].[OH2:25]>>[Cl:1][c:2]1[cH:3][c:4]([F:13])[c:5]([N:6]2[C:14](=[O:19])[C:15]3=[C:16]([C:17]2=[O:18])[CH2:20][CH2:21][CH2:22][CH2:23]3)[cH:7][c:8]1[O:9][CH2:10][C:11]#[CH:12]. Reactants: C=O (formaldehyde), N (ammonia), C(C)(C)(C)OC(=O)N1C[C@H](CC1)OC1=CC=C(C=C1)C(C(=O)OCC)CC=1OC2=C(C1)C=C(C=C2)C#N (ethyl 2-[4-[((3S)-1-tert-butoxycarbonyl-3-pyrrolidinyl)oxy]phenyl]-3-(5-cyano-2-benzofuranyl)-propionate), C(Cl)(Cl)Cl (chloroform). Solvent: C(=O)O (formic acid), C(=O)O (formic acid). Conditions: temperature 70 celsius, time 1 hour. The product is C(#N)C=1C=CC2=C(C=C(O2)CC(C(=O)OCC)C2=CC=C(C=C2)O[C@@H]2CN(CC2)C)C1 (Ethyl 3-(5-cyano-2-benzofuranyl)-2-[4-[((3S)-1-methyl-3-pyrrolidinyl)oxy]phenyl]propionate). As a reaction SMILES: C(O[C:6]([N:8]1[CH2:12][CH2:11][C@H:10]([O:13][C:14]2[CH:19]=[CH:18][C:17]([CH:20]([CH2:26][C:27]3[O:28][C:29]4[CH:35]=[CH:34][C:33]([C:36]#[N:37])=[CH:32][C:30]=4[CH:31]=3)[C:21]([O:23][CH2:24][CH3:25])=[O:22])=[CH:16][CH:15]=2)[CH2:9]1)=O)(C)(C)C.C=O.C(Cl)(Cl)Cl.N>C(O)=O>[C:36]([C:33]1[CH:34]=[CH:35][C:29]2[O:28][C:27]([CH2:26][CH:20]([C:17]3[CH:18]=[CH:19][C:14]([O:13][C@H:10]4[CH2:11][CH2:12][N:8]([CH3:6])[CH2:9]4)=[CH:15][CH:16]=3)[C:21]([O:23][CH2:24][CH3:25])=[O:22])=[CH:31][C:30]=2[CH:32]=1)#[N:37]. Reported procedure: 1.8 g of ethyl 2-[4-[((3S)-1-tert-butoxycarbonyl-3-pyrrolidinyl)oxy]phenyl]-3-(5-cyano-2-benzofuranyl)-propionate was dissolved in 28 ml of formic acid, and the solution was stirred at 70° C. for 1 hour. The resulting reaction solution was concentrated to dryness, and the residue thus obtained was dissolved in 8 ml of formic acid. 0.29 ml of 37% formaldehyde was added thereto, and then refluxed under heating for 4 hours. After cooling, the reaction solution was mixed with chloroform, and then ad... Starting materials: [NH4+].[Cl-] (NH4Cl), O1CCOC12CCC(CC2)C(=O)OCC (Ethyl 1,4-dioxaspiro[4.5]decane-8-carboxylate), CI (CH3I), [Li+].CC(C)[N-]C(C)C (LDA). Run in C1CCOC1 (THF). Conditions: temperature -78 celsius, time 15 minute. Yields the product CC1(CCC2(OCCO2)CC1)C(=O)OCC (ethyl 8-methyl-1,4-dioxaspiro[4.5]decane-8-carboxylate). RXN SMILES: [O:1]1[C:5]2([CH2:10][CH2:9][CH:8]([C:11]([O:13][CH2:14][CH3:15])=[O:12])[CH2:7][CH2:6]2)[O:4][CH2:3][CH2:2]1.[Li+].[CH3:17]C([N-]C(C)C)C.CI.[NH4+].[Cl-]>C1COCC1>[CH3:17][C:8]1([C:11]([O:13][CH2:14][CH3:15])=[O:12])[CH2:9][CH2:10][C:5]2([O:4][CH2:3][CH2:2][O:1]2)[CH2:6][CH2:7]1 |f:1.2,4.5|. Procedure details: Ethyl 1,4-dioxaspiro[4.5]decane-8-carboxylate (Int-18a, 2.14 g, 10 mmol) was dissolved in dry THF (20 mL) and the solution was cooled to −78° C. LDA (1.8 M in THF, 6.6 mL) was added to the mixture dropwise and the mixture was stirred for 15 min. Then CH3I (1.87 mL, 30 mmol) was added to the mixture at −78° C. and the reaction was allowed to warm up to room temperature. The reaction was stirred overnight. NH4Cl (aq.) was added to quench the reaction which was extracted with ethyl acetate (50 mL×3... The reactants are C(Cl)(Cl)Cl (chloroform), CC1(C(C1C=CC(=O)OCC1CC1)C(=O)O)C (2,2-dimethyl-3-(3-cyclopropylmethoxy-3-oxo-1-propenyl) cyclopropane-carboxylic acid), (3-propyn-2-yl-2,5-dioxo-imidazolidinyl)-methanol. Reaction SMILES: [CH3:1][C:2]1([CH3:17])[CH:4]([CH:5]=[CH:6][C:7]([O:9][CH2:10][CH:11]2[CH2:13][CH2:12]2)=[O:8])[CH:3]1[C:14]([OH:16])=[O:15].[CH:18](Cl)(Cl)Cl>>[CH3:1][C:2]1([CH3:17])[CH:4]([CH:5]=[CH:6][C:7]([O:9][CH2:10][CH:11]2[CH2:13][CH2:12]2)=[O:8])[CH:3]1[C:14]([OH:16])=[O:15].[CH3:17][C:2]1([CH3:1])[CH:4]([CH:5]=[CH:6][C:7]([O:9][CH:10]2[CH2:11][CH2:13][CH2:12][CH2:18]2)=[O:8])[CH:3]1[C:14]([O-:16])=[O:15]. Yields the product CC1(C(C1C=CC(=O)OCC1CC1)C(=O)O)C (2,2-dimethyl-3-(3-cyclopropylmethoxy-3-oxo-1-propenyl) cyclopropane-carboxylic acid), CC1(C(C1C=CC(=O)OC1CCCC1)C(=O)[O-])C (2,2-dimethyl-3-(3-cyclopentyloxy-3-oxo-1-propenyl)-cyclopropane-carboxylate). Reported procedure: Using the procedure of Example 9, the product of Step B and (3-propyn-2-yl-2,5-dioxo-imidazolidinyl)-methanol were reacted to obtain (3-propyn-2-yl-2,5-dioxo-imidazolidinyl)-methyl (1R, cis, ΔZ) 2,2-dimethyl-3-(3-cyclopentyloxy-3-oxo-1-propenyl)-cyclopropane-carboxylate with a specific rotation of [α]D20 =+15.5°±1.5° (c=1% in chloroform). Reactants: CN(C)CC1CN(C1)C(=O)NC=1C=C(C=CC1[N+](=O)[O-])C1=CC=C(C=C1)F (3-((dimethylamino)methyl)-N-(4′-fluoro-4-nitro-[1,1′-biphenyl]-3-yl)azetidine-1-carboxamide). Reagents/catalysts: [Pd] (Pd/C). Solvent: CO (methanol). Run at time 2 hour. Yields the product NC1=C(C=C(C=C1)C1=CC=C(C=C1)F)NC(=O)N1CC(C1)CN(C)C (N-(4-amino-4′-fluoro-[1,1′-biphenyl]-3-yl)-3-((dimethylamino)methyl)azetidine-1-carboxamide). Isolated yield 2.2%. As a reaction SMILES: [CH3:1][N:2]([CH2:4][CH:5]1[CH2:8][N:7]([C:9]([NH:11][C:12]2[CH:13]=[C:14]([C:21]3[CH:26]=[CH:25][C:24]([F:27])=[CH:23][CH:22]=3)[CH:15]=[CH:16][C:17]=2[N+:18]([O-])=O)=[O:10])[CH2:6]1)[CH3:3]>CO.[Pd]>[NH2:18][C:17]1[CH:16]=[CH:15][C:14]([C:21]2[CH:22]=[CH:23][C:24]([F:27])=[CH:25][CH:26]=2)=[CH:13][C:12]=1[NH:11][C:9]([N:7]1[CH2:6][CH:5]([CH2:4][N:2]([CH3:3])[CH3:1])[CH2:8]1)=[O:10]. Reported procedure: To a solution of 3-((dimethylamino)methyl)-N-(4′-fluoro-4-nitro-[1,1′-biphenyl]-3-yl)azetidine-1-carboxamide (1.7 g, 4.57 mmol, 1.0 eq.) in methanol (100 mL) and was added 10% Pd/C (1.0 g, 0.94 mmol). The reaction mixture was stirred 2 h under a hydrogen atmosphere. The reaction was then filtered and the filtrate was concentrated under reduced pressure to give N-(4-amino-4′-fluoro-[1,1′-biphenyl]-3-yl)-3-((dimethylamino)methyl)azetidine-1-carboxamide (35 mg, 3% yield) as an off-white solid. ESI+... The reactants are C=O, CNC, COc1ccc2cc3c(N)n[nH]c3nc2c1, CCO. Product: COc1ccc2cc3c(N)nn(CN(C)C)c3nc2c1. As a reaction SMILES: [CH2:20]=[O:21].[CH3:17][NH:18][CH3:19].[CH3:1][O:2][c:3]1[cH:4][cH:5][c:6]2[cH:7][c:8]3[c:9]([n:10][c:11]2[cH:12]1)[nH:13][n:14][c:15]3[NH2:16].[CH3:22][CH2:23][OH:24]>>[CH3:1][O:2][c:3]1[cH:4][cH:5][c:6]2[cH:7][c:8]3[c:9]([n:10][c:11]2[cH:12]1)[n:13]([CH2:20][N:18]([CH3:17])[CH3:19])[n:14][c:15]3[NH2:16]. Reactants: FC1=CC=C(C(=O)Cl)C=C1 (p-fluorobenzoyl chloride), ClC1=CC=C(N)C=C1 (p-chloroaniline), Cl (HCl). The reagents and catalysts are [Cl-].[Cl-].[Zn+2] (ZnCl2). Reaction conditions: temperature 180 celsius. Product: ClC1=CC(=C(C=C1)NC(C1=CC=C(C=C1)F)=O)C(C1=CC=C(C=C1)F)=O (N-[4-chloro-2-(4-fluoro-benzoyl)-phenyl]-4-fluoro-benzamide). The yield is 29.0%. As a reaction SMILES: [F:1][C:2]1[CH:10]=[CH:9][C:5]([C:6](Cl)=[O:7])=[CH:4][CH:3]=1.[Cl:11][C:12]1[CH:18]=[CH:17][C:15]([NH2:16])=[CH:14][CH:13]=1.Cl>[Cl-].[Cl-].[Zn+2]>[Cl:11][C:12]1[CH:18]=[CH:17][C:15]([NH:16][C:6](=[O:7])[C:5]2[CH:9]=[CH:10][C:2]([F:1])=[CH:3][CH:4]=2)=[C:14]([C:6](=[O:7])[C:5]2[CH:9]=[CH:10][C:2]([F:1])=[CH:3][CH:4]=2)[CH:13]=1 |f:3.4.5|. Procedure details: To p-fluorobenzoyl chloride (49.7 g, 314 mmol), heated to 120° C., was added p-chloroaniline (17.8 g, 139 mmol) over 10 min. The mixture was then heated to 180° C. and ZnCl2 (23.8 g, 174 mmol) was added over 10 min. The resulting mixture was heated at 205° C. for 2 h. After cooling to 120° C., 3N HCl (125 mL) was added cautiously and the mixture was maintained at 120° C. for 1 h. The hot aqueous portion was then decanted and the remaining residue was washed with hot 3N HCl (2×125 mL). The residu... Reactants: COC(C=O)OC (dimethoxy-acetaldehyde), C=C1CCCCC1 (Methylene-cyclohexane), CCN(C(C)C)C(C)C (DIPEA), NO (hydroxylamine), C1CC(=O)N(C1=O)Cl (NCS), chlorooxime. Solvent: C(Cl)Cl (DCM), CN(C)C=O (DMF), C(Cl)Cl (DCM). Conditions: time 2 hour. The product is COC(C1=NOC2(C1)CCCCC2)OC (3-Dimethoxymethyl-1-oxa-2-aza-spiro[4.5]dec-2-ene). As a reaction SMILES: [CH3:1][O:2][CH:3]([O:6][CH3:7])[CH:4]=O.[NH2:8][OH:9].C1C(=O)N(Cl)C(=O)C1.[CH2:18]=[C:19]1[CH2:24][CH2:23][CH2:22][CH2:21][CH2:20]1.CCN(C(C)C)C(C)C>C(Cl)Cl.CN(C=O)C>[CH3:7][O:6][CH:3]([O:2][CH3:1])[C:4]1[CH2:18][C:19]2([CH2:24][CH2:23][CH2:22][CH2:21][CH2:20]2)[O:9][N:8]=1. Procedure details: To a 40 mL vial equipped with a magnetic stir bar was added DMF (10 mL) and dimethoxy-acetaldehyde (1.50 mL, 10.0 mmol). Aqueous hydroxylamine (0.640 mL, 10.5 mmol) was added via syringe, and the mixture was stirred for 2 h at rt. NCS (1.40 g, 10.5 mmol) was added in small portions as a solid. The mixture was stirred an additional 1 h at rt, diluted with DCM (40 mL), dried over MgSO4, and filtered. The solid was washed with DCM. The filtrate was diluted to a volume of 100 mL and transferred to t...